This data is from the Open Reaction Database (ORD), a public repository of structured organic reaction records. The task is: describe an organic reaction: reactants, conditions, products, and yield Starting materials: C([O-])([O-])=O.[Cs+].[Cs+] (cesium carbonate), BrCCO (2-bromoethanol), CC1(OB(OC1(C)C)C=1C=NNC1)C (4-(4,4,5,5-Tetramethyl-1,3,2-dioxaborolan-2-yl)-1H-pyrazole), C([O-])([O-])=O.[Cs+].[Cs+] (cesium carbonate), BrCCO (2-Bromoethanol). Run in CN(C=O)C (dimethylformamide). Reaction conditions: temperature 70 celsius, time 3 hour. The product is CC1(OB(OC1(C)C)C=1C=NN(C1)CCO)C (2-(4-(4,4,5,5-Tetramethyl-1,3,2-dioxaborolan-2-yl)-1H-pyrazol-1-yl)ethanol). Isolated yield 62.8%. Reaction SMILES: [CH3:1][C:2]1([CH3:14])[C:6]([CH3:8])([CH3:7])[O:5][B:4]([C:9]2[CH:10]=[N:11][NH:12][CH:13]=2)[O:3]1.C(=O)([O-])[O-].[Cs+].[Cs+].Br[CH2:22][CH2:23][OH:24]>CN(C)C=O>[CH3:1][C:2]1([CH3:14])[C:6]([CH3:7])([CH3:8])[O:5][B:4]([C:9]2[CH:13]=[N:12][N:11]([CH2:22][CH2:23][OH:24])[CH:10]=2)[O:3]1 |f:1.2.3|. Procedure: 4-(4,4,5,5-Tetramethyl-1,3,2-dioxaborolan-2-yl)-1H-pyrazole (1.00 g, 5.15 mmol) and cesium carbonate (5.04 g, 15.47 mmol) were suspended in 10 mL of dimethylformamide. 2-Bromoethanol (0.73 mL, 10.30 mmol) was added and the mixture was stirred at 70° C. for 3 hours. Additional amounts of cesium carbonate (5.04 g, 15.47 mmol) and 2-bromoethanol (0.73 mL, 10.30 mmol) were added and the mixture was left at 70° C. overnight. The solvent was evaporated under reduced pressure and the residue was partit... Reactants: O1COC2=C1C=CC(=C2)CN2S(C1=C(C(=C2C(=O)OC)C2=CC(=C(C(=C2)OC)OC)OC)C=CC=C1)(=O)=O (methyl 2-benzo[1,3]dioxol-5-ylmethyl-1,1-dioxo-4-(3,4,5-trimethoxyphenyl)-1,2-dihydro-1λ6 -benzo[e][1,2]thiazine-3-carboxylate), [OH-].[Li+] (lithium hydroxide). The solvent is C(C)(=O)OCC (ethyl acetate), C1CCOC1.CO.O (THF methanol water). Reaction conditions: time 8 hour. The product is O1COC2=C1C=CC(=C2)CN2S(C1=C(C(=C2C(=O)O)C2=CC(=C(C(=C2)OC)OC)OC)C=CC=C1)(=O)=O (2-Benzo[1,3]dioxol-5-ylmethyl-1,1-dioxo-4-(3,4,5-trimethoxyphenyl)-1,2-dihydro-1λ6 -benzo[e][1,2]thiazine-3-carboxylic acid). As a reaction SMILES: [O:1]1[C:5]2[CH:6]=[CH:7][C:8]([CH2:10][N:11]3[C:16]([C:17]([O:19]C)=[O:18])=[C:15]([C:21]4[CH:26]=[C:25]([O:27][CH3:28])[C:24]([O:29][CH3:30])=[C:23]([O:31][CH3:32])[CH:22]=4)[C:14]4[CH:33]=[CH:34][CH:35]=[CH:36][C:13]=4[S:12]3(=[O:38])=[O:37])=[CH:9][C:4]=2[O:3][CH2:2]1.[OH-].[Li+]>C1COCC1.CO.O.C(OCC)(=O)C>[O:1]1[C:5]2[CH:6]=[CH:7][C:8]([CH2:10][N:11]3[C:16]([C:17]([OH:19])=[O:18])=[C:15]([C:21]4[CH:26]=[C:25]([O:27][CH3:28])[C:24]([O:29][CH3:30])=[C:23]([O:31][CH3:32])[CH:22]=4)[C:14]4[CH:33]=[CH:34][CH:35]=[CH:36][C:13]=4[S:12]3(=[O:38])=[O:37])=[CH:9][C:4]=2[O:3][CH2:2]1 |f:1.2,3.4.5|. Reported procedure: A solution of methyl 2-benzo[1,3]dioxol-5-ylmethyl-1,1-dioxo-4-(3,4,5-trimethoxyphenyl)-1,2-dihydro-1λ6 -benzo[e][1,2]thiazine-3-carboxylate (0.28 g, 0.05 mmol) in THF/methanol/water (10 mL/3 mL/3 mL) was treated with lithium hydroxide (0.33 g, 7.78 mmol) and the reaction mixture stirred at room temperature overnight. The solution was diluted with ethyl acetate, washed with 1N HCl, brine, dried over magnesium sulfate, and the solvent evaporated. The foam was crystallized from methylene chloride/...